From a dataset of the Open Reaction Database (ORD), a public repository of structured organic reaction records. describe an organic reaction: reactants, conditions, products, and yield Starting materials: CS(=O)(=O)OC1CCN(CC1)C=1SC=C(N1)C(=O)OCC1=CC=C(C=C1)[N+](=O)[O-] (4-methanesulfonyloxy-1-(4-p-nitrobenzyloxycarbonyl-1,3-thiazol-2-yl)piperidine), C(C)(=S)[O-].[K+] (potassium thioacetate). Solvent: CN(C=O)C (dimethylformamide). Reaction conditions: temperature 90 celsius, time 3.5 hour. The product is C(C)(=O)SC1CCN(CC1)C=1SC=C(N1)C(=O)OCC1=CC=C(C=C1)[N+](=O)[O-] (4-acetylthio-1-(4-p-nitrobenzyloxycarbonyl-1,3-thiazol-2-yl)piperidine). Isolated yield 67.1%. Reaction SMILES: CS(O[CH:6]1[CH2:11][CH2:10][N:9]([C:12]2[S:13][CH:14]=[C:15]([C:17]([O:19][CH2:20][C:21]3[CH:26]=[CH:25][C:24]([N+:27]([O-:29])=[O:28])=[CH:23][CH:22]=3)=[O:18])[N:16]=2)[CH2:8][CH2:7]1)(=O)=O.[C:30]([O-:33])(=[S:32])[CH3:31].[K+]>CN(C)C=O>[C:30]([S:32][CH:6]1[CH2:11][CH2:10][N:9]([C:12]2[S:13][CH:14]=[C:15]([C:17]([O:19][CH2:20][C:21]3[CH:22]=[CH:23][C:24]([N+:27]([O-:29])=[O:28])=[CH:25][CH:26]=3)=[O:18])[N:16]=2)[CH2:8][CH2:7]1)(=[O:33])[CH3:31] |f:1.2|. Reported procedure: To a solution of 4-methanesulfonyloxy-1-(4-p-nitrobenzyloxycarbonyl-1,3-thiazol-2-yl)piperidine (1.2 g, 2.72 mmol) (obtained as described in Reference Example 14(5)) in dimethylformamide (60 ml) was added potassium thioacetate (625 mg, 5.47 mmol) at room temperature, and the reaction mixture was stirred in an oil bath (90° C.) for 3.5 hours. After checking the completion of the reaction, the reaction mixture was partitioned between ethyl acetate and saturated aqueous sodium hydrogencarbonate sol... The reactants are Brc1ccc(I)cc1, C#CCO, CCN(C(C)C)C(C)C, ClC(Cl)Cl, [Cu]I, C1CCOC1, O=C(C=Cc1ccccc1)C=Cc1ccccc1, O=C(C=Cc1ccccc1)C=Cc1ccccc1, O=C(C=Cc1ccccc1)C=Cc1ccccc1, O, [Pd], [Pd], c1ccc(P(c2ccccc2)c2ccccc2)cc1. Yields the product OCC#Cc1ccc(Br)cc1. RXN SMILES: [Br:1][c:2]1[cH:3][cH:4][c:5]([I:8])[cH:6][cH:7]1.[CH2:28]([C:29]#[CH:30])[OH:31].[CH:32]([N:33]([CH:34]([CH3:35])[CH3:36])[CH2:37][CH3:38])([CH3:39])[CH3:40].[CH:99]([Cl:100])([Cl:101])[Cl:102].[Cu:41][I:42].[O:104]1[CH2:105][CH2:106][CH2:107][CH2:108]1.[O:45]=[C:46]([CH:47]=[CH:48][c:49]1[cH:50][cH:51][cH:52][cH:53][cH:54]1)[CH:55]=[CH:56][c:57]1[cH:58][cH:59][cH:60][cH:61][cH:62]1.[O:63]=[C:64]([CH:65]=[CH:66][c:67]1[cH:68][cH:69][cH:70][cH:71][cH:72]1)[CH:73]=[CH:74][c:75]1[cH:76][cH:77][cH:78][cH:79][cH:80]1.[O:81]=[C:82]([CH:83]=[CH:84][c:85]1[cH:86][cH:87][cH:88][cH:89][cH:90]1)[CH:91]=[CH:92][c:93]1[cH:94][cH:95][cH:96][cH:97][cH:98]1.[OH2:103].[Pd:43].[Pd:44].[c:9]1([P:10]([c:11]2[cH:12][cH:13][cH:14][cH:15][cH:16]2)[c:17]2[cH:18][cH:19][cH:20][cH:21][cH:22]2)[cH:23][cH:24][cH:25][cH:26][cH:27]1>>[Br:1][c:2]1[cH:3][cH:4][c:5]([C:30]#[C:29][CH2:28][OH:31])[cH:6][cH:7]1.